From a dataset of the Open Reaction Database (ORD), a public repository of structured organic reaction records. describe an organic reaction: reactants, conditions, products, and yield The reactants are C1CCOC1, COC(=O)c1cc([N+](=O)[O-])c(OC)cc1F, Nc1ccc(CCCCCc2ccc(Cl)c(Cl)c2)cc1. The product is COC(=O)c1cc([N+](=O)[O-])c(OC)cc1Nc1ccc(CCCCCc2ccc(Cl)c(Cl)c2)cc1. RXN SMILES: [CH2:37]1[O:38][CH2:39][CH2:40][CH2:41]1.[CH3:21][O:22][C:23]([c:24]1[c:25]([F:35])[cH:26][c:27]([O:33][CH3:34])[c:28]([N+:30](=[O:31])[O-:32])[cH:29]1)=[O:36].[Cl:1][c:2]1[cH:3][c:4]([CH2:9][CH2:10][CH2:11][CH2:12][CH2:13][c:14]2[cH:15][cH:16][c:17]([NH2:20])[cH:18][cH:19]2)[cH:5][cH:6][c:7]1[Cl:8]>>[Cl:1][c:2]1[cH:3][c:4]([CH2:9][CH2:10][CH2:11][CH2:12][CH2:13][c:14]2[cH:15][cH:16][c:17]([NH:20][c:25]3[c:24]([C:23]([O:22][CH3:21])=[O:36])[cH:29][c:28]([N+:30](=[O:31])[O-:32])[c:27]([O:33][CH3:34])[cH:26]3)[cH:18][cH:19]2)[cH:5][cH:6][c:7]1[Cl:8]. The reactants are CC(=O)O, CO, CC(C)c1ccc2c(Nc3cc([N+](=O)[O-])ccc3Sc3ccc(O)cc3)ncnc2n1. Product: CC(C)c1ccc2c(Nc3cc(N)ccc3Sc3ccc(O)cc3)ncnc2n1. As a reaction SMILES: [CH3:32][C:33](=[O:34])[OH:35].[CH3:36][OH:37].[CH:1]([CH3:2])([CH3:3])[c:4]1[cH:5][cH:6][c:7]2[c:8]([n:9][cH:10][n:11][c:12]2[NH:13][c:14]2[c:15]([S:23][c:24]3[cH:25][cH:26][c:27]([OH:30])[cH:28][cH:29]3)[cH:16][cH:17][c:18]([N+:20]([O-:21])=[O:22])[cH:19]2)[n:31]1>>[CH:1]([CH3:2])([CH3:3])[c:4]1[cH:5][cH:6][c:7]2[c:8]([n:9][cH:10][n:11][c:12]2[NH:13][c:14]2[c:15]([S:23][c:24]3[cH:25][cH:26][c:27]([OH:30])[cH:28][cH:29]3)[cH:16][cH:17][c:18]([NH2:20])[cH:19]2)[n:31]1. Reactants: [Na] (Sodium), Cl.CC=1N=CNC1CCl (4-methyl-5-chloromethylimidazole hydrochloride), [Na] (sodium), SC(C)O (mercaptoethanol), C(C)O (ethanol). Run at time 1.5 hour. Product: CC1=C(N=CN1)CSCCO (2-(5-methyl-4-imidazolylmethylthio)ethanol). As a reaction SMILES: [Na].[SH:2]C(O)C.Cl.[CH3:7][C:8]1[N:9]=[CH:10][NH:11][C:12]=1[CH2:13]Cl.[CH2:15]([OH:17])[CH3:16]>>[CH3:7][C:8]1[NH:9][CH:10]=[N:11][C:12]=1[CH2:13][S:2][CH2:16][CH2:15][OH:17] |f:2.3,^1:0|. Reported procedure: Sodium (3.0 g) was added, with stirring under nitrogen, to dry ethanol (75 ml). After the sodium had dissolved mercaptoethanol (9.0 ml) was introduced and to this mixture was added 4-methyl-5-chloromethylimidazole hydrochloride (10 g), as a solid, over a period of 1.5 hours at room temperature. The mixture was then stirred for a further 1 hour at room temperature. After this time the reaction was warmed and the ethanol distilled off at reduced pressure. The residue was taken up in water, acidifi...